This data is from the Open Reaction Database (ORD), a public repository of structured organic reaction records. The task is: describe an organic reaction: reactants, conditions, products, and yield Starting materials: CC1=C(C(=O)NC2=NN=NN2C)C=CC(=C1S(=O)(=O)C)C(F)(F)F (2-methyl-3-(methylsulfonyl)-N-(1-methyl-1H-tetrazol-5-yl)-4-(trifluoromethyl)benzamide), ICC (iodoethane), C([O-])([O-])=O.[K+].[K+] (potassium carbonate). The solvent is O (water), CN(C=O)C (N,N-dimethylformamide). Reaction conditions: temperature 80 celsius, time 16 hour. The product is C(C)N(C(C1=C(C(=C(C=C1)C(F)(F)F)S(=O)(=O)C)C)=O)C1=NN=NN1C (N-ethyl-2-methyl-3-(methylsulfonyl)-N-(1-methyl-1H-tetrazol-5-yl)-4-(trifluoromethyl)benzamide). Reaction SMILES: [CH3:1][C:2]1[C:16]([S:17]([CH3:20])(=[O:19])=[O:18])=[C:15]([C:21]([F:24])([F:23])[F:22])[CH:14]=[CH:13][C:3]=1[C:4]([NH:6][C:7]1[N:11]([CH3:12])[N:10]=[N:9][N:8]=1)=[O:5].I[CH2:26][CH3:27].C(=O)([O-])[O-].[K+].[K+]>CN(C)C=O.O>[CH2:26]([N:6]([C:7]1[N:11]([CH3:12])[N:10]=[N:9][N:8]=1)[C:4](=[O:5])[C:3]1[CH:13]=[CH:14][C:15]([C:21]([F:24])([F:22])[F:23])=[C:16]([S:17]([CH3:20])(=[O:19])=[O:18])[C:2]=1[CH3:1])[CH3:27] |f:2.3.4|. Procedure: 100 mg (0.275 mmol) of 2-methyl-3-(methylsulfonyl)-N-(1-methyl-1H-tetrazol-5-yl)-4-(trifluoromethyl)benzamide and 43 mg (0.275 mmol) of iodoethane are dissolved in 5 ml of N,N-dimethylformamide, and 0.038 mg (0.275 mmol) of potassium carbonate is added. The reaction mixture is stirred at 80° C. for 16 h and taken up in 5 ml of water and extracted twice with 10 ml each time of dichloromethane. The organic phase is dried over Na2SO4 and concentrated. The residue is purified by means of preparative...